This data is from the Open Reaction Database (ORD), a public repository of structured organic reaction records. The task is: describe an organic reaction: reactants, conditions, products, and yield Reactants: CCC(CC)NO, CCOCC, CSc1ccc(N=C=O)cc1. Product: CCC(CC)N(O)C(=O)Nc1ccc(SC)cc1. RXN SMILES: [CH2:12]([CH3:13])[CH:14]([CH2:15][CH3:16])[NH:17][OH:18].[CH3:19][CH2:20][O:21][CH2:22][CH3:23].[CH3:1][S:2][c:3]1[cH:4][cH:5][c:6]([N:9]=[C:10]=[O:11])[cH:7][cH:8]1>>[CH3:1][S:2][c:3]1[cH:4][cH:5][c:6]([NH:9][C:10](=[O:11])[N:17]([CH:14]([CH2:12][CH3:13])[CH2:15][CH3:16])[OH:18])[cH:7][cH:8]1.